This data is from the Open Reaction Database (ORD), a public repository of structured organic reaction records. The task is: describe an organic reaction: reactants, conditions, products, and yield Reactants: C1(=CC=CC=C1)CCCC(CCCC1=CC=CC=C1)NC(=O)C1N(CCCC1)C(=O)C1CN(CCC1)C(=O)OC(C)(C)C (1-(1-tert-butoxycarbonylpiperidine-3-carbonyl)-piperidine-2-carboxylic acid [4-phenyl-1-(3-phenyl-propyl)-butyl]-amide), FC(C(=O)O)(F)F (Trifluoroacetic acid). Run in C(Cl)Cl (methylene chloride). Conditions: time 4 hour. Product: C1(=CC=CC=C1)CCCC(CCCC1=CC=CC=C1)NC(=O)C1N(CCCC1)C(=O)C1CNCCC1 (1-(piperidine-3-carbonyl)-piperidine-2-carboxylic acid [4-phenyl-1-(3-phenyl-propyl)-butyl]-amide). Isolated yield 97.2%. Reaction SMILES: [C:1]1([CH2:7][CH2:8][CH2:9][CH:10]([NH:20][C:21]([CH:23]2[CH2:28][CH2:27][CH2:26][CH2:25][N:24]2[C:29]([CH:31]2[CH2:36][CH2:35][CH2:34][N:33](C(OC(C)(C)C)=O)[CH2:32]2)=[O:30])=[O:22])[CH2:11][CH2:12][CH2:13][C:14]2[CH:19]=[CH:18][CH:17]=[CH:16][CH:15]=2)[CH:6]=[CH:5][CH:4]=[CH:3][CH:2]=1.FC(F)(F)C(O)=O>C(Cl)Cl>[C:1]1([CH2:7][CH2:8][CH2:9][CH:10]([NH:20][C:21]([CH:23]2[CH2:28][CH2:27][CH2:26][CH2:25][N:24]2[C:29]([CH:31]2[CH2:36][CH2:35][CH2:34][NH:33][CH2:32]2)=[O:30])=[O:22])[CH2:11][CH2:12][CH2:13][C:14]2[CH:15]=[CH:16][CH:17]=[CH:18][CH:19]=2)[CH:2]=[CH:3][CH:4]=[CH:5][CH:6]=1. Procedure: 1-(1-tert-butoxycarbonylpiperidine-3-carbonyl)-piperidine-2-carboxylic acid [4-phenyl-1(3-phenyl-propyl)-butyl]-amide (81) (1.35 g; 2.29 mmol) is dissolved in methylene chloride (40 mL) at ambient temperature. Trifluoroacetic acid (20 mL) is added in a slow stream, and the solution is stirred for 4 hours at ambient temperature. The solution is concentrated in vacuo at 40° C. The residue is dissolved in methylene chloride (200 mL) and poured onto saturated sodium bicarbonate solution. The pH is a... Starting materials: [Br-], C1CCOC1, COc1cn(-c2ccncc2)nc(C(=O)N(C)OC)c1=O, C[Mg+]. Product: COc1cn(-c2ccncc2)nc(C(C)=O)c1=O. Reaction SMILES: [Br-:22].[CH2:25]1[O:26][CH2:27][CH2:28][CH2:29]1.[CH3:1][O:2][N:3]([C:4](=[O:5])[c:6]1[n:7][n:8](-[c:15]2[cH:16][cH:17][n:18][cH:19][cH:20]2)[cH:9][c:10]([O:13][CH3:14])[c:11]1=[O:12])[CH3:21].[CH3:23][Mg+:24]>>[C:4](=[O:5])([c:6]1[n:7][n:8](-[c:15]2[cH:16][cH:17][n:18][cH:19][cH:20]2)[cH:9][c:10]([O:13][CH3:14])[c:11]1=[O:12])[CH3:23]. The reactants are OBO, C1CCOC1, CCOC(=O)COc1c(C(=O)OC)sc(Br)c1Br, [F-], [K+], Nc1ccccc1, O, [Pd], c1ccc(P(c2ccccc2)c2ccccc2)cc1, c1ccc(P(c2ccccc2)c2ccccc2)cc1, c1ccc(P(c2ccccc2)c2ccccc2)cc1, c1ccc(P(c2ccccc2)c2ccccc2)cc1. Product: CCOC(=O)COc1c(C(=O)OC)sc(-c2cccc(N)c2)c1Br. RXN SMILES: [BH:20]([OH:21])[OH:22].[CH2:109]1[O:110][CH2:111][CH2:112][CH2:113]1.[CH3:1][O:2][C:3](=[O:4])[c:5]1[s:6][c:7]([Br:18])[c:8]([Br:17])[c:9]1[O:10][CH2:11][C:12](=[O:13])[O:14][CH2:15][CH3:16].[F-:30].[K+:31].[NH2:23][c:24]1[cH:25][cH:26][cH:27][cH:28][cH:29]1.[OH2:19].[Pd:32].[c:33]1([P:34]([c:35]2[cH:36][cH:37][cH:38][cH:39][cH:40]2)[c:41]2[cH:42][cH:43][cH:44][cH:45][cH:46]2)[cH:47][cH:48][cH:49][cH:50][cH:51]1.[c:52]1([P:53]([c:54]2[cH:55][cH:56][cH:57][cH:58][cH:59]2)[c:60]2[cH:61][cH:62][cH:63][cH:64][cH:65]2)[cH:66][cH:67][cH:68][cH:69][cH:70]1.[c:71]1([P:72]([c:73]2[cH:74][cH:75][cH:76][cH:77][cH:78]2)[c:79]2[cH:80][cH:81][cH:82][cH:83][cH:84]2)[cH:85][cH:86][cH:87][cH:88][cH:89]1.[c:90]1([P:91]([c:92]2[cH:93][cH:94][cH:95][cH:96][cH:97]2)[c:98]2[cH:99][cH:100][cH:101][cH:102][cH:103]2)[cH:104][cH:105][cH:106][cH:107][cH:108]1>>[CH3:1][O:2][C:3](=[O:4])[c:5]1[s:6][c:7](-[c:28]2[cH:27][cH:26][cH:25][c:24]([NH2:23])[cH:29]2)[c:8]([Br:17])[c:9]1[O:10][CH2:11][C:12](=[O:13])[O:14][CH2:15][CH3:16]. The reactants are C(C)C1=C(OCC(CO)O)C=CC(=C1)CCCCCCCCCCCCCC (3-(2-ethyl-4-tetradecylphenoxy)-1,2-propanediol), C(C1=CC=CC=C1)(C1=CC=CC=C1)(C1=CC=CC=C1)Cl (trityl chloride), N1=CC=CC=C1 (pyridine). Run in C(Cl)(Cl)Cl (chloroform). Reaction conditions: time 72 hour. Yields the product C(C)C1=C(OCC(COC(C2=CC=CC=C2)(C2=CC=CC=C2)C2=CC=CC=C2)O)C=CC(=C1)CCCCCCCCCCCCCC (1-(2-Ethyl-4-tetradecylphenoxy)-3-(triphenylmethoxy)-2-propanol). Yield: 95.3%. RXN SMILES: [CH2:1]([C:3]1[CH:14]=[C:13]([CH2:15][CH2:16][CH2:17][CH2:18][CH2:19][CH2:20][CH2:21][CH2:22][CH2:23][CH2:24][CH2:25][CH2:26][CH2:27][CH3:28])[CH:12]=[CH:11][C:4]=1[O:5][CH2:6][CH:7]([OH:10])[CH2:8][OH:9])[CH3:2].[C:29](Cl)([C:42]1[CH:47]=[CH:46][CH:45]=[CH:44][CH:43]=1)([C:36]1[CH:41]=[CH:40][CH:39]=[CH:38][CH:37]=1)[C:30]1[CH:35]=[CH:34][CH:33]=[CH:32][CH:31]=1.N1C=CC=CC=1>C(Cl)(Cl)Cl>[CH2:1]([C:3]1[CH:14]=[C:13]([CH2:15][CH2:16][CH2:17][CH2:18][CH2:19][CH2:20][CH2:21][CH2:22][CH2:23][CH2:24][CH2:25][CH2:26][CH2:27][CH3:28])[CH:12]=[CH:11][C:4]=1[O:5][CH2:6][CH:7]([OH:10])[CH2:8][O:9][C:29]([C:30]1[CH:35]=[CH:34][CH:33]=[CH:32][CH:31]=1)([C:42]1[CH:43]=[CH:44][CH:45]=[CH:46][CH:47]=1)[C:36]1[CH:37]=[CH:38][CH:39]=[CH:40][CH:41]=1)[CH3:2]. Reported procedure: A mixture of 11.68 g of 3-(2-ethyl-4-tetradecylphenoxy)-1,2-propanediol, 14.95 g of trityl chloride and 40 ml pyridine was stirred for 72 hours, then diluted with chloroform, washed with two 100 ml portions of aqueous sodium bicarbonate, then water and dried. The solvents were evaporated under reduced pressure and the residue evaporated with toluene. This residue was then diluted with hexanes and the solid which formed collected giving 18 g of the desired compound. Starting materials: O (water), FC1=CC=C(C(=O)OC)C=C1 (methyl 4-fluorobenzoate), N1C=NC=C1 (imidazole), C([O-])([O-])=O.[K+].[K+] (potassium carbonate). Solvent: CS(=O)C (dimethylsulfoxide). Product: COC(C1=CC=C(C=C1)N1C=NC=C1)=O (4-(1H -Imidazol-1-yl)benzoic acid methyl ester). Reaction SMILES: F[C:2]1[CH:11]=[CH:10][C:5]([C:6]([O:8][CH3:9])=[O:7])=[CH:4][CH:3]=1.[NH:12]1[CH:16]=[CH:15][N:14]=[CH:13]1.C(=O)([O-])[O-].[K+].[K+].O>CS(C)=O>[CH3:9][O:8][C:6](=[O:7])[C:5]1[CH:10]=[CH:11][C:2]([N:12]2[CH:16]=[CH:15][N:14]=[CH:13]2)=[CH:3][CH:4]=1 |f:2.3.4|. Reported procedure: Heat 101.6 g (0.65 mol) of methyl 4-fluorobenzoate, 66.65 g (0.98 mol) of imidazole, and 182.0 g (1.31 mol) of potassium carbonate in dimethylsulfoxide at ca. 120° C. for about 3 hr. Cool the solution to room temperature and pour into 500 mL of cold water. Filter to obtain crystals of the title compound. Starting materials: C(C)(C)(C)OC(=O)N[C@H](C(C(CSC(C)C)O)O)CC(C)C ((2RS,3RS,4S)-4-(tert-butoxycarbonyl)amino-1-isopropylthio-6-methyl-2,3-heptanediol), Cl.O1CCOCC1 (hydrogen chloride dioxane). Solvent: O1CCOCC1 (dioxane). Conditions: time 4 hour. Yields the product Cl.N[C@H](C(C(CSC(C)C)O)O)CC(C)C ((2RS,3RS,4S)-4-amino-1-isopropylthio-6-methyl-2,3-heptanediol hydrochloride). Reaction SMILES: C(OC([NH:8][C@@H:9]([CH2:19][CH:20]([CH3:22])[CH3:21])[CH:10]([OH:18])[CH:11]([OH:17])[CH2:12][S:13][CH:14]([CH3:16])[CH3:15])=O)(C)(C)C.[ClH:23].O1CCOCC1>O1CCOCC1>[ClH:23].[NH2:8][C@@H:9]([CH2:19][CH:20]([CH3:22])[CH3:21])[CH:10]([OH:18])[CH:11]([OH:17])[CH2:12][S:13][CH:14]([CH3:15])[CH3:16] |f:1.2,4.5|. Procedure: 21 mg of (2RS,3RS,4S)-4-(tert-butoxycarbonyl)amino-1-isopropylthio-6-methyl-2,3-heptanediol was dissolved in 0.3 ml of dioxane, and 0.32 ml of a 3.6M hydrogen chloride/dioxane solution was added thereto. The mixture was stirred at room temperature for 4 hours. The solvent was distilled off under reduced pressure from the reaction solution to obtain 16.9 mg of (2RS,3RS,4S)-4-amino-1-isopropylthio-6-methyl-2,3-heptanediol hydrochloride as colorless oily substance. Starting materials: CCOC(=O)c1cc(Br)c(CC)[nH]1, CCSc1nnc(N)s1, CC#N, CC(C)(C)ON=O, O. Product: CCSc1nnc(Br)s1. As a reaction SMILES: [Br:8][c:9]1[cH:10][c:11]([C:12]([O:13][CH2:14][CH3:15])=[O:16])[nH:17][c:18]1[CH2:19][CH3:20].[CH2:21]([CH3:22])[S:23][c:24]1[n:25][n:26][c:27]([NH2:29])[s:28]1.[CH3:30][C:31]#[N:32].[N:1]([O:2][C:3]([CH3:4])([CH3:5])[CH3:6])=[O:7].[OH2:33]>>[Br:8][c:27]1[n:26][n:25][c:24]([S:23][CH2:21][CH3:22])[s:28]1. Starting materials: ClC(Cl)C=C[SiH3] (dichloromethylvinylsilane), ClCCl (dichloromethane), CSC.ClBCl (dimethyl sulphide dichloroborane). Run at time 5 hour. The product is ClC(Cl)[SiH2]CCB(Cl)Cl.CSC ([(dichloromethylsilyl)]ethyldichloroborane dimethyl sulphide). RXN SMILES: ClC([CH:4]=[CH:5][SiH3:6])Cl.[CH3:7][S:8][CH3:9].[Cl:10][BH:11][Cl:12].[Cl:13][CH2:14][Cl:15]>>[Cl:13][CH:14]([SiH2:6][CH2:5][CH2:4][B:11]([Cl:12])[Cl:10])[Cl:15].[CH3:7][S:8][CH3:9] |f:1.2,4.5|. Reported procedure: 20 ml (24.44 g; 0.173 mol) of dichloromethylvinylsilane were dissolved in 10 ml of dichloromethane and 20 ml (25.1 g; 0.173 mol) of dimethyl sulphide-dichloroborane were added dropwise at 0° C. with constant stirring. After 5 h at 0° C., the reaction mixture was heated to room temperature and, after a further 24 h, the solvent was removed under reduced pressure. The yield of [(dichloromethylsilyl)]ethyldi-chloroborane-dimethyl sulphide was quantitative. The reactants are OC1=C(C(=CC(=C1)C)O)C(C)=NO (1-(2,6-dihydroxy-4-methylphenyl)ethanone oxime), OC1=C(C(=CC(=C1)C)O)C(C)=NO (1-(2,6-dihydroxy-4-methylphenyl)ethanone oxime), C(C)(=O)OC(C)=O (acetic anhydride). Reaction conditions: time 1 hour. Yields the product C(C)(=O)ON=C(C)C1=C(C=C(C=C1O)C)O (1-(2,6-dihydroxy-4-methylphenyl)ethanone O-acetyloxime). Reaction SMILES: [OH:1][C:2]1[CH:7]=[C:6]([CH3:8])[CH:5]=[C:4]([OH:9])[C:3]=1[C:10](=[N:12][OH:13])[CH3:11].[C:14](OC(=O)C)(=[O:16])[CH3:15]>>[C:14]([O:13][N:12]=[C:10]([C:3]1[C:4]([OH:9])=[CH:5][C:6]([CH3:8])=[CH:7][C:2]=1[OH:1])[CH3:11])(=[O:16])[CH3:15]. Procedure details: To 1-(2,6-dihydroxy-4-methylphenyl)ethanone oxime (Intermediate 17, 829 mg), acetic anhydride (2.6 ml, 27.5 mmol) was added and the reaction mixture was stirred at room temperature for 1 hour. After the removal of the volatiles, the residue was washed with water, filtered and dried. This afforded 1.0 g of the title compound. Reaction SMILES: [CH2:38]1[CH2:39][O:40][CH2:41][CH2:42][NH:43]1.[Cl:1][c:2]1[n:3][cH:4][c:5]([C:8](=[O:9])[N:10]2[CH2:11][c:12]3[c:13]([nH:16][c:17](-[c:19]4[n:20][nH:21][c:22]5[cH:23][c:24](-[c:28]6[c:29]([CH2:36][CH3:37])[cH:30][c:31]([OH:35])[c:32]([F:34])[cH:33]6)[cH:25][cH:26][c:27]45)[n:18]3)[CH2:14][CH2:15]2)[n:6][cH:7]1>>[c:2]1([N:43]2[CH2:38][CH2:39][O:40][CH2:41][CH2:42]2)[n:3][cH:4][c:5]([C:8](=[O:9])[N:10]2[CH2:11][c:12]3[c:13]([nH:16][c:17](-[c:19]4[n:20][nH:21][c:22]5[cH:23][c:24](-[c:28]6[c:29]([CH2:36][CH3:37])[cH:30][c:31]([OH:35])[c:32]([F:34])[cH:33]6)[cH:25][cH:26][c:27]45)[n:18]3)[CH2:14][CH2:15]2)[n:6][cH:7]1. Product: CCc1cc(O)c(F)cc1-c1ccc2c(-c3nc4c([nH]3)CCN(C(=O)c3cnc(N5CCOCC5)cn3)C4)n[nH]c2c1. Reactants: C1COCCN1, CCc1cc(O)c(F)cc1-c1ccc2c(-c3nc4c([nH]3)CCN(C(=O)c3cnc(Cl)cn3)C4)n[nH]c2c1.